From a dataset of the Open Reaction Database (ORD), a public repository of structured organic reaction records. describe an organic reaction: reactants, conditions, products, and yield The reactants are O=C1N(C2=CC(=C(C=C2NC1=O)[N+](=O)[O-])N1C=NC=C1)CC(=O)OCC (ethyl 2-[2,3-dioxo-7-(1H-imidazol-1-yl)-6-nitro-1,2,3,4-tetrahydroquinoxalin-1-yl]acetate), C1CCOC1 (THF), [H][H] (hydrogen). The reagents and catalysts are [C].[Pd] (palladium-carbon). Run in CO (methanol). Yields the product NC=1C=C2NC(C(N(C2=CC1N1C=NC=C1)CC(=O)OCC)=O)=O (ethyl 2-[6-amino-2,3-dioxo-7-(1H-imidazol-1-yl)-l,2,3,4-tetrahydroquinoxalin-1-yl]acetate). The yield is 85.6%. Reaction SMILES: [O:1]=[C:2]1[C:11](=[O:12])[NH:10][C:9]2[C:4](=[CH:5][C:6]([N:16]3[CH:20]=[CH:19][N:18]=[CH:17]3)=[C:7]([N+:13]([O-])=O)[CH:8]=2)[N:3]1[CH2:21][C:22]([O:24][CH2:25][CH3:26])=[O:23].C1COCC1.[H][H]>[C].[Pd].CO>[NH2:13][C:7]1[CH:8]=[C:9]2[C:4](=[CH:5][C:6]=1[N:16]1[CH:20]=[CH:19][N:18]=[CH:17]1)[N:3]([CH2:21][C:22]([O:24][CH2:25][CH3:26])=[O:23])[C:2](=[O:1])[C:11](=[O:12])[NH:10]2 |f:3.4|. Procedure details: A mixture of 1.30 g of ethyl 2-[2,3-dioxo-7-(1H-imidazol-1-yl)-6-nitro-1,2,3,4-tetrahydroquinoxalin-1-yl]acetate, 80 ml of THF, 20 ml of methanol and 600 mg of 10% palladium-carbon was stirred in a hydrogen gas atmosphere for 36 hours. The reaction mixture was filtered and the filtrate was concentrated under reduced pressure to give 1.02 g (86%) of ethyl 2-[6-amino-2,3-dioxo-7-(1H-imidazol-1-yl)-l,2,3,4-tetrahydroquinoxalin-1-yl]acetate. Reactants: CC(C)CC(NC(=O)OC(C)(C)C)C(=O)O, C(=Cc1ccccc1)CN1CCNCC1, O, CC(C)CC(NC(=O)OC(C)(C)C)C(=O)N1CCN(C(c2ccccc2)c2ccccc2)CC1. Product: CC(C)CC(NC(=O)OC(C)(C)C)C(=O)N1CCN(CC=Cc2ccccc2)CC1. Reaction SMILES: [C:2]([CH3:3])([CH3:4])([CH3:5])[O:6][C:7](=[O:8])[NH:9][CH:10]([CH2:11][CH:12]([CH3:13])[CH3:14])[C:15](=[O:16])[OH:17].[CH2:18]([CH:19]=[CH:20][c:21]1[cH:22][cH:23][cH:24][cH:25][cH:26]1)[N:27]1[CH2:28][CH2:29][NH:30][CH2:31][CH2:32]1.[OH2:1].[c:33]1([CH:34]([c:35]2[cH:36][cH:37][cH:38][cH:39][cH:40]2)[N:41]2[CH2:42][CH2:43][N:44]([C:45]([CH:46]([NH:47][C:48](=[O:49])[O:50][C:51]([CH3:52])([CH3:53])[CH3:54])[CH2:55][CH:56]([CH3:57])[CH3:58])=[O:59])[CH2:60][CH2:61]2)[cH:62][cH:63][cH:64][cH:65][cH:66]1>>[C:2]([CH3:3])([CH3:4])([CH3:5])[O:6][C:7](=[O:8])[NH:9][CH:10]([CH2:11][CH:12]([CH3:13])[CH3:14])[C:15](=[O:17])[N:30]1[CH2:29][CH2:28][N:27]([CH2:18][CH:19]=[CH:20][c:21]2[cH:22][cH:23][cH:24][cH:25][cH:26]2)[CH2:32][CH2:31]1. Reactants: Cl (hydrochloric acid), ClC=1C=CC(=C(C1)C1=NN(C=C1NC(=O)C=1C=NN2C1N=CC=C2)CC(=O)N2CCC1(OCCO1)CC2)OC(F)F (pyrazolo[1,5-a]pyrimidine-3-carboxylic acid {3-(5-chloro-2-difluoromethoxy-phenyl)-1-[2-(1,4-dioxa-8-aza-spiro[4.5]dec-8-yl)-2-oxo-ethyl]-1H-pyrazol-4-yl}-amide), C(=O)([O-])[O-].[Na+].[Na+] (Na2CO3). Run in C(C)(=O)OCC (ethyl acetate), O (water), O1CCOCC1 (dioxane). Run at time 4 hour. The product is ClC=1C=CC(=C(C1)C1=NN(C=C1NC(=O)C=1C=NN2C1N=CC=C2)CC(N2CCC(CC2)=O)=O)OC(F)F (pyrazolo[1,5-a]pyrimidine-3-carboxylic acid {3-(5-chloro-2-difluoromethoxy-phenyl)-1-[2-oxo-2-(4-oxo-piperidin-1-yl)-ethyl]-1H-pyrazol-4-yl}-amide). As a reaction SMILES: [Cl:1][C:2]1[CH:3]=[CH:4][C:5]([O:38][CH:39]([F:41])[F:40])=[C:6]([C:8]2[C:12]([NH:13][C:14]([C:16]3[CH:17]=[N:18][N:19]4[CH:24]=[CH:23][CH:22]=[N:21][C:20]=34)=[O:15])=[CH:11][N:10]([CH2:25][C:26]([N:28]3[CH2:37][CH2:36][C:31]4(OCC[O:32]4)[CH2:30][CH2:29]3)=[O:27])[N:9]=2)[CH:7]=1.Cl.C([O-])([O-])=O.[Na+].[Na+]>O1CCOCC1.C(OCC)(=O)C.O>[Cl:1][C:2]1[CH:3]=[CH:4][C:5]([O:38][CH:39]([F:40])[F:41])=[C:6]([C:8]2[C:12]([NH:13][C:14]([C:16]3[CH:17]=[N:18][N:19]4[CH:24]=[CH:23][CH:22]=[N:21][C:20]=34)=[O:15])=[CH:11][N:10]([CH2:25][C:26](=[O:27])[N:28]3[CH2:29][CH2:30][C:31](=[O:32])[CH2:36][CH2:37]3)[N:9]=2)[CH:7]=1 |f:2.3.4|. Procedure: A suspension of pyrazolo[1,5-a]pyrimidine-3-carboxylic acid {3-(5-chloro-2-difluoromethoxy-phenyl)-1-[2-(1,4-dioxa-8-aza-spiro[4.5]dec-8-yl)-2-oxo-ethyl]-1H-pyrazol-4-yl}-amide (46.7 g, 79.5 mmol) in dioxane (280 mL) was cooled in an ice bath before being treated with concentrated hydrochloric acid (210 mL) at a rate which maintained an internal temperature below 22° C. On complete addition, the reaction was allowed to warm to room temperature and stirred for 4 hours. The reaction was cooled in ... Starting materials: C#CCNC(=O)Oc1ccc([N+](=O)[O-])cc1, CCN(C(C)C)C(C)C, NCC1CN(Cc2cccc(Cl)c2Cl)CCO1, ClCCl. The product is C#CCNC(=O)NCC1CN(Cc2cccc(Cl)c2Cl)CCO1. As a reaction SMILES: [CH2:1]([C:2]#[CH:3])[NH:4][C:5]([O:6][c:8]1[cH:9][cH:10][c:11]([N+:12]([O-:13])=[O:14])[cH:15][cH:16]1)=[O:7].[CH:34]([N:35]([CH2:36][CH3:37])[CH:38]([CH3:39])[CH3:40])([CH3:41])[CH3:42].[Cl:17][c:18]1[c:19]([CH2:20][N:21]2[CH2:22][CH:23]([CH2:27][NH2:28])[O:24][CH2:25][CH2:26]2)[cH:29][cH:30][cH:31][c:32]1[Cl:33].[Cl:43][CH2:44][Cl:45]>>[CH2:1]([C:2]#[CH:3])[NH:4][C:5](=[O:6])[NH:28][CH2:27][CH:23]1[CH2:22][N:21]([CH2:20][c:19]2[c:18]([Cl:17])[c:32]([Cl:33])[cH:31][cH:30][cH:29]2)[CH2:26][CH2:25][O:24]1.